From a dataset of the Open Reaction Database (ORD), a public repository of structured organic reaction records. describe an organic reaction: reactants, conditions, products, and yield Starting materials: C(CC(=O)OC)(=O)OC (dimethyl malonate), BrCC1=CC=C(C=C1)C(OCC)OCC (1-(bromomethyl)-4-(diethoxymethyl)benzene), [H-].[Na+] (NaH). Solvent: CN(C)C=O (DMF). Reaction conditions: temperature 50 celsius, time 1 hour. Yields the product C(C)OC(C1=CC=C(CC(C(=O)OC)(C(=O)OC)CC2=CC=C(C=C2)C(OCC)OCC)C=C1)OCC (Dimethyl 2,2-di[4-(diethoxymethyl)benzyl]malonate). Isolated yield 116.2%. Reaction SMILES: [C:1]([O:8][CH3:9])(=[O:7])[CH2:2][C:3]([O:5][CH3:6])=[O:4].Br[CH2:11][C:12]1[CH:17]=[CH:16][C:15]([CH:18]([O:22][CH2:23][CH3:24])[O:19][CH2:20][CH3:21])=[CH:14][CH:13]=1.[H-].[Na+]>CN(C=O)C>[CH2:20]([O:19][CH:18]([O:22][CH2:23][CH3:24])[C:15]1[CH:16]=[CH:17][C:12]([CH2:11][C:2]([CH2:11][C:12]2[CH:13]=[CH:14][C:15]([CH:18]([O:19][CH2:20][CH3:21])[O:22][CH2:23][CH3:24])=[CH:16][CH:17]=2)([C:1]([O:8][CH3:9])=[O:7])[C:3]([O:5][CH3:6])=[O:4])=[CH:13][CH:14]=1)[CH3:21] |f:2.3|. Reported procedure: A solution of dimethyl malonate (0.66 g), 1-(bromomethyl)-4-(diethoxymethyl)benzene (2.73 g) in DMF (30 mL) was treated with NaH (0.4 g, 60% in mineral oil). The mixture was stirred for 3 h at room temperature and 1 h at 50° C., and then quenched with 100 mL of saturated NH4Cl. The product was extracted with 200 mL of 1:1 hexane/EtOAc. The extract was dried over Na2SO4 and concentrated to give the title compound (3 g) which was used without further purification.